From a dataset of the Open Reaction Database (ORD), a public repository of structured organic reaction records. describe an organic reaction: reactants, conditions, products, and yield RXN SMILES: [CH3:19][OH:20].[CH3:1][O:2][C:3]([c:4]1[c:5]([N+:15]([O-:16])=[O:17])[cH:6][cH:7][c:8]([CH2:10][N:11]([CH3:12])[CH:13]=[O:14])[cH:9]1)=[O:18]>>[CH3:1][O:2][C:3]([c:4]1[c:5]([NH2:15])[cH:6][cH:7][c:8]([CH2:10][N:11]([CH3:12])[CH:13]=[O:14])[cH:9]1)=[O:18]. Reactants: CO, COC(=O)c1cc(CN(C)C=O)ccc1[N+](=O)[O-]. Yields the product COC(=O)c1cc(CN(C)C=O)ccc1N. Starting materials: OC1(CC1)C(=O)O (1-hydroxycyclopropanecarboxylic acid), C1(CC1)CCNC(=O)C=1N=NC(=CC1)N1CCNCC1 (6-piperazin-1-yl-pyridazine-3-carboxylic acid (2-cyclopropylethyl)amide). The product is C1(CC1)CCNC(=O)C=1N=NC(=CC1)N1CCN(CC1)C(=O)C1(CC1)O (6-[4-(1-HYDROXYCYCLOPROPANECARBONYL)PIPERAZIN-1-YL]PYRIDAZINE-3-CARBOXYLIC ACID (2-CYCLOPROPYLETHYL)AMIDE), powder. The yield is 53.4%. As a reaction SMILES: [OH:1][C:2]1([C:5]([OH:7])=O)[CH2:4][CH2:3]1.[CH:8]1([CH2:11][CH2:12][NH:13][C:14]([C:16]2[N:17]=[N:18][C:19]([N:22]3[CH2:27][CH2:26][NH:25][CH2:24][CH2:23]3)=[CH:20][CH:21]=2)=[O:15])[CH2:10][CH2:9]1>>[CH:8]1([CH2:11][CH2:12][NH:13][C:14]([C:16]2[N:17]=[N:18][C:19]([N:22]3[CH2:27][CH2:26][N:25]([C:5]([C:2]4([OH:1])[CH2:4][CH2:3]4)=[O:7])[CH2:24][CH2:23]3)=[CH:20][CH:21]=2)=[O:15])[CH2:10][CH2:9]1. Procedure details: Following the procedure of Example 9, making variations only as required to use 1-hydroxycyclopropanecarboxylic acid in place of 2,5-dichlorobenzoic acid to react with 6-piperazin-1-yl-pyridazine-3-carboxylic acid (2-cyclopropylethyl)amide, the title compound was obtained as a white powder (53.4% yield). 1H NMR (500 MHz, CDCl3) δ 8.07, 8.03, 7.01, 3.98-3.73, 3.58, 1.53, 1.16, 1.02, 0.76, 0.48, 0.10. MS (ES+) m/z 360 (M+1). Starting materials: C(C)(=O)OC=1C=2C=CC(=CC2C(CC1)(C)C)C#CC1=CC=C(C(=O)OCC)C=C1 (ethyl 4-[(5-acetoxy-7,8-dihydro-8,8-dimethylnaphth-2-yl)ethynyl]benzoate), C(C)(=O)OC=1C=2C=CC(=CC2C(CC1)(C)C)C#CC1=CC=C(C(=O)OCC)C=C1 (ethyl 4-[(5-acetoxy-7,8-dihydro-8,8-dimethylnaphth-2-yl)ethynyl]benzoate), CC1(CCC(C=2C=C(C=CC12)C#CC1=CC=C(C(=O)O)C=C1)=O)C (4-[(5,6,7,8-tetrahydro-8,8-dimethyl-5-oxonaphth-3-yl)ethynyl]benzoic acid), CC1(CCC(C=2C=C(C=CC12)C#CC1=CC=C(C(=O)O)C=C1)=O)C (4-[(5,6,7,8-tetrahydro-8,8-dimethyl-5-oxonaphth-3-yl)ethynyl]benzoic acid). Product: C(C)(=O)OC=1C=2C=C(C=CC2C(CC1)(C)C)C#CC1=CC=C(C(=O)O)C=C1 (4-[(5-acetoxy-7,8-dihydro-8,8-dimethylnaphth-3-yl)ethynyl]benzoic acid). As a reaction SMILES: [C:1](OC1C2C=CC(C#CC3C=CC(C(OCC)=O)=CC=3)=CC=2C(C)(C)CC=1)(=[O:3])[CH3:2].[CH3:30][C:31]1([CH3:53])[C:40]2[CH:39]=[CH:38][C:37]([C:41]#[C:42][C:43]3[CH:51]=[CH:50][C:46]([C:47]([OH:49])=[O:48])=[CH:45][CH:44]=3)=[CH:36][C:35]=2[C:34](=[O:52])[CH2:33][CH2:32]1>>[C:1]([O:52][C:34]1[C:35]2[CH:36]=[C:37]([C:41]#[C:42][C:43]3[CH:44]=[CH:45][C:46]([C:47]([OH:49])=[O:48])=[CH:50][CH:51]=3)[CH:38]=[CH:39][C:40]=2[C:31]([CH3:53])([CH3:30])[CH2:32][CH:33]=1)(=[O:3])[CH3:2]. Reported procedure: Employing the same general procedure as for the preparation of ethyl 4-[(5-acetoxy-7,8-dihydro-8,8-dimethylnaphth-2-yl)ethynyl]benzoate (Compound 105), 100.0 mg (0.31 mmol) of 4-[(5,6,7,8-tetrahydro-8,8-dimethyl-5-oxonaphth-3-yl)ethynyl]benzoic acid (Compound 8) was converted into the title compound (white solid) using 0.08 ml (0.94 mmol) of acetic anhydride and 30 mg (0.16 mmol) of p-toluenesulfonic acid. The reactants are CC(C(C)C=1C=C(C=C(O)C1)O)CCCCC (5-(3-methyl-2-octyl)resorcinol), CC1(CC(C(S1)C(=O)OCC)=O)C (ethyl 5,5-dimethyl-3-oxotetrahydrothiophene-2-carboxylate). The solvent is C(C)O (ethanol). Reaction conditions: time 3 day. Yields the product CC1(CC2=C(C(OC3=C2C(=CC(=C3)C(C)C(CCCCC)C)O)=O)S1)C (1,2-Dihydro-2,2-dimethyl-9-hydroxy-7-(3-methyl-2-octyl)-4-oxo-4H-thieno-[2,3-c][1] benzopyran). RXN SMILES: [CH3:1][CH:2]([CH2:13][CH2:14][CH2:15][CH2:16][CH3:17])[CH:3]([C:5]1[CH:6]=[C:7]([OH:12])[CH:8]=[C:9]([CH:11]=1)[OH:10])[CH3:4].[CH3:18][C:19]1([CH3:30])[S:23][CH:22]([C:24](OCC)=[O:25])[C:21](=O)[CH2:20]1>C(O)C>[CH3:18][C:19]1([CH3:30])[S:23][C:22]2[C:24](=[O:25])[O:10][C:9]3[CH:11]=[C:5]([CH:3]([CH:2]([CH3:1])[CH2:13][CH2:14][CH2:15][CH2:16][CH3:17])[CH3:4])[CH:6]=[C:7]([OH:12])[C:8]=3[C:21]=2[CH2:20]1. Reported procedure: To 100 ml. of ethanol was added 6.2 g. of 5-(3-methyl-2-octyl)resorcinol and 6.2 g. of ethyl 5,5-dimethyl-3-oxotetrahydrothiophene-2-carboxylate. The mixture was cooled in ice and hydrogen chloride was bubbled in for one-half hour. The mixture was stoppered and held at room temperature for 3 days. It was then concentrated and ether added, extracted with water and then washed with dilute aqueous sodium bicarbonate solution. The etheral solution was dried over magnesium sulfate and concentrated. T... Yields the product COc1cc(C(=O)C=Cc2c[nH]c3c(OC)ccc(OC)c23)cc(OC)c1OC. As a reaction SMILES: [CH3:16][O:17][c:18]1[c:19]2[c:20]([CH:29]=[O:30])[cH:21][nH:22][c:23]2[c:24]([O:27][CH3:28])[cH:25][cH:26]1.[CH3:1][O:2][c:3]1[cH:4][c:5]([C:13]([CH3:14])=[O:15])[cH:6][c:7]([O:11][CH3:12])[c:8]1[O:9][CH3:10]>>[CH3:1][O:2][c:3]1[cH:4][c:5]([C:13]([CH:14]=[CH:29][c:20]2[c:19]3[c:18]([O:17][CH3:16])[cH:26][cH:25][c:24]([O:27][CH3:28])[c:23]3[nH:22][cH:21]2)=[O:15])[cH:6][c:7]([O:11][CH3:12])[c:8]1[O:9][CH3:10]. Starting materials: COc1ccc(OC)c2c(C=O)c[nH]c12, COc1cc(C(C)=O)cc(OC)c1OC. The reactants are Brc1ccc(Br)nc1, C#CCn1ccc2cc(CN3CCCC3)ccc21, C1CCOC1, CC(C)NC(C)C, [Cu]I, Cl[Pd]Cl, c1ccc(P(c2ccccc2)c2ccccc2)cc1, c1ccc(P(c2ccccc2)c2ccccc2)cc1. Yields the product Brc1ccc(C#CCn2ccc3cc(CN4CCCC4)ccc32)nc1. Reaction SMILES: [Br:19][c:20]1[n:21][cH:22][c:23]([Br:26])[cH:24][cH:25]1.[CH2:1]([C:2]#[CH:3])[n:4]1[cH:5][cH:6][c:7]2[cH:8][c:9]([CH2:13][N:14]3[CH2:15][CH2:16][CH2:17][CH2:18]3)[cH:10][cH:11][c:12]12.[CH2:27]1[O:28][CH2:29][CH2:30][CH2:31]1.[CH:32]([NH:33][CH:34]([CH3:35])[CH3:36])([CH3:37])[CH3:38].[Cu:39][I:40].[Pd:41]([Cl:42])[Cl:43].[c:44]1([P:45]([c:46]2[cH:47][cH:48][cH:49][cH:50][cH:51]2)[c:52]2[cH:53][cH:54][cH:55][cH:56][cH:57]2)[cH:58][cH:59][cH:60][cH:61][cH:62]1.[c:63]1([P:64]([c:65]2[cH:66][cH:67][cH:68][cH:69][cH:70]2)[c:71]2[cH:72][cH:73][cH:74][cH:75][cH:76]2)[cH:77][cH:78][cH:79][cH:80][cH:81]1>>[CH2:1]([C:2]#[C:3][c:20]1[n:21][cH:22][c:23]([Br:26])[cH:24][cH:25]1)[n:4]1[cH:5][cH:6][c:7]2[cH:8][c:9]([CH2:13][N:14]3[CH2:15][CH2:16][CH2:17][CH2:18]3)[cH:10][cH:11][c:12]12. Starting materials: BrC1=C(C=C(C=C1)Cl)O (2-bromo-5-chlorophenol), C(C1=CC=CC=C1)Br (benzyl bromide), C([O-])([O-])=O.[K+].[K+] (potassium carbonate). Run in CC(=O)C (acetone). Product: BrC1=C(C=C(C=C1)Cl)OCC1=CC=CC=C1 (1-Bromo-4-chloro-2-[(phenylmethyl)oxy]benzene). Isolated yield 97.8%. As a reaction SMILES: [Br:1][C:2]1[CH:7]=[CH:6][C:5]([Cl:8])=[CH:4][C:3]=1[OH:9].[CH2:10](Br)[C:11]1[CH:16]=[CH:15][CH:14]=[CH:13][CH:12]=1.C(=O)([O-])[O-].[K+].[K+]>CC(C)=O>[Br:1][C:2]1[CH:7]=[CH:6][C:5]([Cl:8])=[CH:4][C:3]=1[O:9][CH2:10][C:11]1[CH:16]=[CH:15][CH:14]=[CH:13][CH:12]=1 |f:2.3.4|. Procedure details: A mixture of 2-bromo-5-chlorophenol (3.93 g, 18.94 mmol), benzyl bromide (3.42 g, 20 mmol) and potassium carbonate (10 g, 72.46 mmol) in acetone (80 ml) was stirred and refluxed for 3 hours then cooled, evaporated and dissolved in ether/water. The organic phase was dried (magnesium sulphate) evaporated and purified by chromatography on silica eluting with ethyl acetate/iso-hexane (1:99) to give 5.51 g of white solid.